This data is from the Open Reaction Database (ORD), a public repository of structured organic reaction records. The task is: describe an organic reaction: reactants, conditions, products, and yield The reactants are C(CCC)[Li] (n-butyllithium), CN(S(=O)(=O)C)C (N,N-dimethylmethanesulphonamide), [Cl-].[NH4+] (ammonium chloride), FC(C=1C=C(C=CC1)\C=N\C(OC(C)(C)C)=O)(F)F (tert-Butyl {(E)-[3-(trifluoromethyl)phenyl]methylidene}carbamate). Run in CCCCCC (hexane), C(C)(=O)OCC (ethyl acetate), C1CCOC1 (THF), C1CCOC1 (THF). Run at temperature -78 celsius, time 30 minute. Yields the product CN(S(=O)(=O)CC(C1=CC(=CC=C1)C(F)(F)F)NC(OC(C)(C)C)=O)C (tert-Butyl {2-(dimethylsulphamoyl)-1-[3-(trifluoromethyl)phenyl]ethyl}carbamate). As a reaction SMILES: [CH3:1][N:2]([CH3:7])[S:3]([CH3:6])(=[O:5])=[O:4].C([Li])CCC.[F:13][C:14]([F:31])([F:30])[C:15]1[CH:16]=[C:17](/[CH:21]=[N:22]/[C:23](=[O:29])[O:24][C:25]([CH3:28])([CH3:27])[CH3:26])[CH:18]=[CH:19][CH:20]=1.[Cl-].[NH4+]>C1COCC1.CCCCCC.C(OCC)(=O)C>[CH3:1][N:2]([CH3:7])[S:3]([CH2:6][CH:21]([NH:22][C:23](=[O:29])[O:24][C:25]([CH3:27])([CH3:26])[CH3:28])[C:17]1[CH:18]=[CH:19][CH:20]=[C:15]([C:14]([F:31])([F:30])[F:13])[CH:16]=1)(=[O:5])=[O:4] |f:3.4|. Procedure details: A solution of 676 mg (5.49 mmol) of N,N-dimethylmethanesulphonamide in 10 ml of THF was admixed slowly at −78° C. with 3.43 ml (5.49 mmol) of 1.6M n-butyllithium solution in hexane versetzt. After 30 min at −78° C., the colourless solution obtained was added to a solution, cooled to −78° C. beforehand, of 500 mg (1.83 mmol) of the compound from Example 11A in 10 ml of THF. The reaction mixture was stirred at −78° C. for 30 min more and then slowly warmed to RT. After 30 min it was cooled to −20°... Starting materials: CC1=NN2C(N(C3=C2C=CC=C3)C(C)=O)=C1 (2-methyl-4-acetylpyrazolo[1,5-a]benzimidazole), Cl (hydrochloric acid), C([O-])(O)=O.[Na+] (sodium bicarbonate). The solvent is C(C)O (ethanol), O (water). Product: CC1=NN2C(NC3=C2C=CC=C3)=C1 (2-methylpyrazolo[1,5-a]benzimidazole). Reaction SMILES: [CH3:1][C:2]1[CH:16]=[C:5]2[N:6](C(=O)C)[C:7]3[CH:12]=[CH:11][CH:10]=[CH:9][C:8]=3[N:4]2[N:3]=1.Cl.C(=O)(O)[O-].[Na+]>C(O)C.O>[CH3:1][C:2]1[CH:16]=[C:5]2[NH:6][C:7]3[CH:12]=[CH:11][CH:10]=[CH:9][C:8]=3[N:4]2[N:3]=1 |f:2.3|. Procedure: 2-Methyl-4-acetylpyrazolo[1,5-a]benzimidazole (11), (0.25 g, 1.17 mmol), was added to a mixture of concentrated hydrochloric acid (0.5 ml) in ethanol (5 ml) and heated to reflux for 20 minutes. The solution was cooled to room temperature and poured into a solution of sodium bicarbonate in water (30 ml) to afford a light tan solid which was filtered off, washed and dried, mp. 248°-252° C., 0.20 g, 99%. This was shown by comparative thin layer chromatography and infra-red analysis to be identical ... The reactants are COC=1C=CC2=C(SC(=C2C(C2=CC=C(C=C2)OC2CCN(CC2)CC2=CC=CC=C2)=O)C2=CC=C(C=C2)OC)C1 (6-Methoxy-2-(4-methoxyphenyl)-3-(4-[1-benzylpiperidin-4-oxy]benzoyl)benzo[b]thiophene), C(C)S (ethane thiol), [Cl-].[Al+3].[Cl-].[Cl-] (aluminum chloride). The product is OC=1C=CC2=C(SC(=C2C(C2=CC=C(C=C2)OC2CCN(CC2)CC2=CC=CC=C2)=O)C2=CC=C(C=C2)O)C1 (6-Hydroxy-2-(4-Hydroxyphenyl)-3-(4-[1-Benzylpiperidin-4-oxy]benzoyl)benzo[b]thiophene). Yield: 56.0%. RXN SMILES: C[O:2][C:3]1[CH:4]=[CH:5][C:6]2[C:10]([C:11](=[O:32])[C:12]3[CH:17]=[CH:16][C:15]([O:18][CH:19]4[CH2:24][CH2:23][N:22]([CH2:25][C:26]5[CH:31]=[CH:30][CH:29]=[CH:28][CH:27]=5)[CH2:21][CH2:20]4)=[CH:14][CH:13]=3)=[C:9]([C:33]3[CH:38]=[CH:37][C:36]([O:39]C)=[CH:35][CH:34]=3)[S:8][C:7]=2[CH:41]=1.C(S)C.[Cl-].[Al+3].[Cl-].[Cl-]>>[OH:2][C:3]1[CH:4]=[CH:5][C:6]2[C:10]([C:11](=[O:32])[C:12]3[CH:13]=[CH:14][C:15]([O:18][CH:19]4[CH2:24][CH2:23][N:22]([CH2:25][C:26]5[CH:31]=[CH:30][CH:29]=[CH:28][CH:27]=5)[CH2:21][CH2:20]4)=[CH:16][CH:17]=3)=[C:9]([C:33]3[CH:34]=[CH:35][C:36]([OH:39])=[CH:37][CH:38]=3)[S:8][C:7]=2[CH:41]=1 |f:2.3.4.5|. Reported procedure: 6-Methoxy-2-(4-methoxyphenyl)-3-(4-[1-benzylpiperidin-4-oxy]benzoyl)benzo[b]thiophene (846 mg, 1.50 mmol), ethane thiol (7.50 mmol), and aluminum chloride (1.2 g, 9.00 mmol) were converted to 450 mg (56%) of the title compound by the procedure of Example 16. MS(FD) 536(M+). IR (CHCl3) ν max 3311, 3023, 3011, 2953, 1721, 1596, 1469, 1257, 1166. Starting materials: CCO, CCOC(=O)C(Oc1ccc(C2CCCCC2)cc1)C1CCCCC1, [K+], [OH-]. The product is O=C(O)C(Oc1ccc(C2CCCCC2)cc1)C1CCCCC1. RXN SMILES: [CH3:28][CH2:29][OH:30].[CH:3]1([c:9]2[cH:10][cH:11][c:12]([O:13][CH:14]([C:15](=[O:16])[O:17][CH2:18][CH3:19])[CH:20]3[CH2:21][CH2:22][CH2:23][CH2:24][CH2:25]3)[cH:26][cH:27]2)[CH2:4][CH2:5][CH2:6][CH2:7][CH2:8]1.[K+:2].[OH-:1]>>[CH:3]1([c:9]2[cH:10][cH:11][c:12]([O:13][CH:14]([C:15](=[O:16])[OH:17])[CH:20]3[CH2:21][CH2:22][CH2:23][CH2:24][CH2:25]3)[cH:26][cH:27]2)[CH2:4][CH2:5][CH2:6][CH2:7][CH2:8]1. Reactants: CC(C)C(=O)c1c(C(C)C)nn2ccccc12, O, O=S(=O)(O)O. The product is CC(C)c1cc2ccccn2n1. Reaction SMILES: [C:6](=[O:7])([CH:8]([CH3:9])[CH3:10])[c:11]1[c:12]([CH:20]([CH3:21])[CH3:22])[n:13][n:14]2[c:15]1[cH:16][cH:17][cH:18][cH:19]2.[OH2:23].[S:1](=[O:2])(=[O:3])([OH:4])[OH:5]>>[cH:11]1[c:12]([CH:20]([CH3:21])[CH3:22])[n:13][n:14]2[c:15]1[cH:16][cH:17][cH:18][cH:19]2. Starting materials: ( 13a ), O1C(COC2=C(C=CC=C2)C=2NC3=CC=CC=C3C2)C1 (2-[2-(2,3-epoxypropoxy)-phenyl]-indole), C(C1=CC=CC=C1)NCCOC1=CC=C(C(C(=O)N)=C1)O (5-(2-benzylaminoethoxy)-salicylamide). The solvent is C(C)(C)O (isopropanol). Yields the product C(C1=CC=CC=C1)N(CC(COC1=C(C=CC=C1)C=1NC2=CC=CC=C2C1)O)CCOC1=CC(=C(C=C1)O)C(N)=O (1-[N-benzyl-[2-(3-carbamoyl-4-hydroxyphenoxy)-ethylamino]]-3-[2-(indol-2-yl)-phenoxy]-2-propanol). Reaction SMILES: [O:1]1[CH2:20][CH:2]1[CH2:3][O:4][C:5]1[CH:10]=[CH:9][CH:8]=[CH:7][C:6]=1[C:11]1[NH:12][C:13]2[C:18]([CH:19]=1)=[CH:17][CH:16]=[CH:15][CH:14]=2.[CH2:21]([NH:28][CH2:29][CH2:30][O:31][C:32]1[CH:40]=[C:36]([C:37]([NH2:39])=[O:38])[C:35]([OH:41])=[CH:34][CH:33]=1)[C:22]1[CH:27]=[CH:26][CH:25]=[CH:24][CH:23]=1>C(O)(C)C>[CH2:21]([N:28]([CH2:29][CH2:30][O:31][C:32]1[CH:33]=[CH:34][C:35]([OH:41])=[C:36]([C:37](=[O:38])[NH2:39])[CH:40]=1)[CH2:20][CH:2]([OH:1])[CH2:3][O:4][C:5]1[CH:10]=[CH:9][CH:8]=[CH:7][C:6]=1[C:11]1[NH:12][C:13]2[C:18]([CH:19]=1)=[CH:17][CH:16]=[CH:15][CH:14]=2)[C:22]1[CH:27]=[CH:26][CH:25]=[CH:24][CH:23]=1. Procedure details: The starting compound is obtained in the following manner: (13a) A solution of 10.5 g of 2-[2-(2,3-epoxypropoxy)-phenyl]-indole and 10.2 g of 5-(2-benzylaminoethoxy)-salicylamide in 300 ml of isopropanol is reacted analogously to Example 4(c) and yields crude 1-[N-benzyl-[2-(3-carbamoyl-4-hydroxyphenoxy)-ethylamino]]-3-[2-(indol-2-yl)-phenoxy]-2-propanol in the form of an orange resin that is further processed in that form. The reactants are CC(=O)Nc1c(C(F)(F)F)cc([N+](=O)[O-])cc1C(F)(F)F, CCO, [H][H]. Yields the product CC(=O)Nc1c(C(F)(F)F)cc(N)cc1C(F)(F)F. Reaction SMILES: [C:1]([CH3:2])(=[O:3])[NH:4][c:5]1[c:6]([C:18]([F:19])([F:20])[F:21])[cH:7][c:8]([N+:15]([O-:16])=[O:17])[cH:9][c:10]1[C:11]([F:12])([F:13])[F:14].[CH3:24][CH2:25][OH:26].[H:22][H:23]>>[C:1]([CH3:2])(=[O:3])[NH:4][c:5]1[c:6]([C:18]([F:19])([F:20])[F:21])[cH:7][c:8]([NH2:15])[cH:9][c:10]1[C:11]([F:12])([F:13])[F:14]. The reactants are C[Si](C1=NNC(=C1)C(=O)OCC)(C)C (ethyl 3-(trimethylsilyl)-1H-pyrazole-5-carboxylate), C(C)(=O)OCC=[N+]=[N-] (diazoethyl acetate), C(#C)C1=NC=CC=C1 (2-ethynyl-pyridine). The product is N1=CC(=CC=C1)C1=NNC(=C1)C(=O)OCC (Ethyl 3-(pyridin-3-yl)-1H-pyrazole-5-carboxylate). Procedure details: Was prepared in a similar way to ethyl 3-(trimethylsilyl)-1H-pyrazole-5-carboxylate using diazoethyl acetate (Purchased from Aldrich) and 2-ethynyl-pyridine (Purchased from Aldrich) Reaction SMILES: C[Si](C)(C)[C:3]1[CH:7]=[C:6]([C:8]([O:10][CH2:11][CH3:12])=[O:9])[NH:5][N:4]=1.C(OCC=[N+]=[N-])(=O)C.C([C:25]1[CH:30]=[CH:29][CH:28]=[CH:27][N:26]=1)#C>>[N:26]1[CH:27]=[CH:28][CH:29]=[C:30]([C:3]2[CH:7]=[C:6]([C:8]([O:10][CH2:11][CH3:12])=[O:9])[NH:5][N:4]=2)[CH:25]=1.